The task is: describe an organic reaction: reactants, conditions, products, and yield. This data is from the Open Reaction Database (ORD), a public repository of structured organic reaction records. Reactants: product, 4-n-butyl-1-piperazine, C=1(C(=CC=CC1)C)C (xylene), CSC1=NC2=C(CN3C1=CC1=CC=CC=C13)C=CC=C2 (12-methylthio-6H-indolo[2,1-c][1,4]benzodiazepine), C(\C=C\C(=O)O)(=O)O (fumaric acid). The product is C(\C=C\C(=O)O)(=O)O.C(CCC)N1CCN(CC1)C1=NC2=C(CN3C1=CC1=CC=CC=C13)C=CC=C2 (12-(4-n-Butyl-1-piperazinyl)-6H-indolo[2,1-c][1,4]benzodiazepine (E)-2-butenedioate). Reported procedure: A mixture of 7.1 g of 12-methylthio-6H-indolo[2,1-c][1,4]benzodiazepine, the product of Example 1c, 6.64 g of 4-n-butyl-1-piperazine and 20 ml of xylene in a pressure bottle was heated to 240° C. for 3 hours. The reaction mixture was dissolved in EtOAc, washed with water, and dried anhydrous over Na2SO4. The crude product (after removal of solvent) was dissolved in MeOH and treated with one equivalent of fumaric acid to give a solid. Recrystallization of the fumarate salt from DMF yielded the ti... RXN SMILES: CS[C:3]1[C:9]2=[CH:10][C:11]3[C:16]([N:8]2[CH2:7][C:6]2[CH:17]=[CH:18][CH:19]=[CH:20][C:5]=2[N:4]=1)=[CH:15][CH:14]=[CH:13][CH:12]=3.C1(C)C(C)=[CH:23][CH:24]=[CH:25][CH:26]=1.[C:29]([OH:36])(=[O:35])/[CH:30]=[CH:31]/[C:32]([OH:34])=[O:33]>CCOC(C)=O>[C:29]([OH:36])(=[O:35])/[CH:30]=[CH:31]/[C:32]([OH:34])=[O:33].[CH2:26]([N:4]1[CH2:32][CH2:31][N:8]([C:3]2[C:9]3=[CH:10][C:11]4[C:16]([N:8]3[CH2:7][C:6]3[CH:17]=[CH:18][CH:19]=[CH:20][C:5]=3[N:4]=2)=[CH:15][CH:14]=[CH:13][CH:12]=4)[CH2:9][CH2:3]1)[CH2:25][CH2:24][CH3:23] |f:4.5|. Solvent: CCOC(=O)C (EtOAc).